From a dataset of the Open Reaction Database (ORD), a public repository of structured organic reaction records. describe an organic reaction: reactants, conditions, products, and yield The reactants are O=NC1=CC=CC=C1 (keto-aniline), [N+](=O)([O-])C1=CC=C(C(=O)C=2C=C3CC(NC3=CC2)=O)C=C1 (5-(4-Nitro-benzoyl)-1,3-dihydro-indol-2-one), alcohol-aniline. Reagents/catalysts: [Pd] (Pd/C). Solvent: CO (MeOH). Run at time 5 minute. Yields the product NC=1C=C(C(=O)C=2C=C3CC(NC3=CC2)=O)C=CC1 (5-(3-Amino-benzoyl)-1,3-dihydro-indol-2-one). Reaction SMILES: [N+]([C:4]1[CH:21]=[CH:20][C:7]([C:8]([C:10]2[CH:11]=[C:12]3[C:16](=[CH:17][CH:18]=2)[NH:15][C:14](=[O:19])[CH2:13]3)=[O:9])=[CH:6][CH:5]=1)([O-])=O.O=[N:23]C1C=CC=CC=1>CO.[Pd]>[NH2:23][C:5]1[CH:6]=[C:7]([CH:20]=[CH:21][CH:4]=1)[C:8]([C:10]1[CH:11]=[C:12]2[C:16](=[CH:17][CH:18]=1)[NH:15][C:14](=[O:19])[CH2:13]2)=[O:9]. Procedure details: 5-(4-Nitro-benzoyl)-1,3-dihydro-indol-2-one (1.51 g, 5.28 mmol) was dissolved in MeOH (600 mL). 10% Pd/C (0.150 g) was added to the flask and then placed under vacuum to remove any O2(g). The reaction mixture was kept under reduced pressure for 5 min and was then charged with H2(g). This evacuation/H2(g) fill procedure was repeated twice. The reaction mixture changed from a cloudy grayish/black color to a translucent dark green/black color, signifying complete consumption of the starting materia... The reactants are C(C=C)I (Allyl iodide), Z-(D)alanine, [H-].[Na+] (sodium hydride), CI (methyl iodide), C(=O)(OC(C)(C)C)N[C@H](C)C(=O)O (Boc-(D)-alanine). Run in C1CCOC1 (THF). Yields the product CC(C)(OC(=O)N([C@H](C)C(=O)O)CC=C)C (N-[(1,1-dimethylethoxy)carbonyl]-N-(2-propenyl)-D-alanine). The yield is 99.0%. RXN SMILES: [CH2:1](I)[CH:2]=[CH2:3].CI.[C:7]([NH:14][C@@H:15]([C:17]([OH:19])=[O:18])[CH3:16])([O:9][C:10]([CH3:13])([CH3:12])[CH3:11])=[O:8].[H-].[Na+]>C1COCC1>[CH3:12][C:10]([CH3:13])([O:9][C:7]([N:14]([CH2:3][CH:2]=[CH2:1])[C@@H:15]([C:17]([OH:19])=[O:18])[CH3:16])=[O:8])[CH3:11] |f:3.4|. Procedure: Allyl iodide (6.72 g, 40.0 mmol) replaced methyl iodide and Boc-(D)-alanine (1.89 g, 10.0 mmol) replaced Z-(D)alanine in the reaction of Example 15. They were reacted using sodium hydride (30.0 mmol, 50% suspension in mineral oil) and THF (30 ml). 2.27 g of oil was obtained using the procedure and work-up of Example 15. Isolated yield 43.8%. Reaction SMILES: [I:1][C:2]1[CH:7]=[CH:6][C:5]([CH3:8])=[CH:4][CH:3]=1.[Br:9]N1C(=O)CCC1=O>C(Cl)(Cl)(Cl)Cl>[I:1][C:2]1[CH:7]=[CH:6][C:5]([CH2:8][Br:9])=[CH:4][CH:3]=1. Run in C(Cl)(Cl)(Cl)Cl (carbon tetrachloride). Procedure: A mixture of 4-iodotoluene (21.8 g, 100 mmol), N-bromosuccinimide (18.69 g, 105 mmol) and αα-azobisisobutyronitrile (100 mg) in carbon tetrachloride (100 ml) was refluxed for 20 hours. The reaction was cooled, the precipitate filtered, washed with carbon tetrachloride (50 ml), and the filtrate evaporated. The residue was chromatographed on silica, eluting with petrol (60°-80° C.) to give the product as a white solid (13 g, 45%); δH (CDCl3) 4.42 (2H, ArCH2Br), 7.11 (2H, d, J 15.3 Hz, 2-H, 6-H), 7... The product is IC1=CC=C(CBr)C=C1 (4-Iodobenzyl bromide). Starting materials: IC1=CC=C(C=C1)C (4-iodotoluene), BrN1C(CCC1=O)=O (N-bromosuccinimide), αα-azobisisobutyronitrile. The reactants are O (water), ClC1=NC(=NC=C1C(=O)OCC)C(F)(F)F (ethyl 4-chloro-2-trifluoromethyl-pyrimidine-5-carboxylate), C([O-])([O-])=O.[Cs+].[Cs+] (cesium carbonate), FC(C=1C=C(CN(CC2=C(C=CC(=C2)C(F)(F)F)B2OC(C(O2)(C)C)(C)C)C2=NC=C(C=N2)N2CCOCC2)C=C(C1)C(F)(F)F)(F)F ((3,5-Bis-trifluoromethyl-benzyl)-(5-morpholin-4-yl-pyrimidin-2-yl)-[2-(4,4,5,5-tetramethyl-[1,3,2]dioxaborolan-2-yl)-5-trifluoromethyl-benzyl]-amine). Run in C(C)(=O)OCC (ethyl acetate), O1CCOCC1 (1,4-dioxane). Conditions: temperature 80 celsius, time 8 hour. Product: FC(C=1C=C(CN(C2=NC=C(C=N2)N2CCOCC2)CC2=C(C=CC(=C2)C(F)(F)F)C2=NC(=NC=C2C(=O)OCC)C(F)(F)F)C=C(C1)C(F)(F)F)(F)F (ethyl 4-(2-{[(3,5-bis-trifluoromethyl-benzyl)-(5-morpholin-4-yl-pyrimidin-2-yl)-amino]-methyl}-4-trifluoromethyl-phenyl)-2-trifluoromethyl-pyrimidine-5-carboxylate). Yield: 70.2%. As a reaction SMILES: [F:1][C:2]([F:48])([F:47])[C:3]1[CH:4]=[C:5]([CH:40]=[C:41]([C:43]([F:46])([F:45])[F:44])[CH:42]=1)[CH2:6][N:7]([C:28]1[N:33]=[CH:32][C:31]([N:34]2[CH2:39][CH2:38][O:37][CH2:36][CH2:35]2)=[CH:30][N:29]=1)[CH2:8][C:9]1[CH:14]=[C:13]([C:15]([F:18])([F:17])[F:16])[CH:12]=[CH:11][C:10]=1B1OC(C)(C)C(C)(C)O1.Cl[C:50]1[C:55]([C:56]([O:58][CH2:59][CH3:60])=[O:57])=[CH:54][N:53]=[C:52]([C:61]([F:64])([F:63])[F:62])[N:51]=1.C(=O)([O-])[O-].[Cs+].[Cs+].O>O1CCOCC1.C(OCC)(=O)C>[F:46][C:43]([F:45])([F:44])[C:41]1[CH:40]=[C:5]([CH:4]=[C:3]([C:2]([F:48])([F:1])[F:47])[CH:42]=1)[CH2:6][N:7]([CH2:8][C:9]1[CH:14]=[C:13]([C:15]([F:17])([F:18])[F:16])[CH:12]=[CH:11][C:10]=1[C:54]1[C:55]([C:56]([O:58][CH2:59][CH3:60])=[O:57])=[CH:50][N:51]=[C:52]([C:61]([F:63])([F:64])[F:62])[N:53]=1)[C:28]1[N:29]=[CH:30][C:31]([N:34]2[CH2:39][CH2:38][O:37][CH2:36][CH2:35]2)=[CH:32][N:33]=1 |f:2.3.4|. Procedure: (3,5-Bis-trifluoromethyl-benzyl)-(5-morpholin-4-yl-pyrimidin-2-yl)-[2-(4,4,5,5-tetramethyl-[1,3,2]dioxaborolan-2-yl)-5-trifluoromethyl-benzyl]-amine (250 mg) is dissolved in 1,4-dioxane (5 ml) and thereto are added ethyl 4-chloro-2-trifluoromethyl-pyrimidine-5-carboxylate (140 mg), [1,1′-bis(diphenylphosphino)ferrocene]dichloropalladium dichloromethane complex (30 mg) and cesium carbonate (177 mg), and the mixture is stirred under nitrogen atmosphere at 80° C. overnight. The reaction solution is... Reaction SMILES: [C:37]([CH:38]([CH:39]([C:40]([O-:41])=[O:42])[OH:43])[OH:44])([O-:45])=[O:46].[CH2:12]([O:14][C:15](=[O:13])[c:17]1[n:18][n:19][c:20]([O:23][CH2:24][c:25]2[c:26](-[c:31]3[n:32][cH:33][cH:34][cH:35][cH:36]3)[n:27][o:28][c:29]2[CH3:30])[cH:21][cH:22]1)[CH3:16].[CH3:1][Al:2]([CH3:3])[CH3:4].[K+:47].[NH2:5][CH:6]1[CH2:7][CH2:8][O:9][CH2:10][CH2:11]1.[Na+:48].[O:49]1[CH2:50][CH2:51][O:52][CH2:53][CH2:54]1>>[NH:5]([CH:6]1[CH2:7][CH2:8][O:9][CH2:10][CH2:11]1)[C:15](=[O:14])[c:17]1[n:18][n:19][c:20]([O:23][CH2:24][c:25]2[c:26](-[c:31]3[n:32][cH:33][cH:34][cH:35][cH:36]3)[n:27][o:28][c:29]2[CH3:30])[cH:21][cH:22]1. Product: Cc1onc(-c2ccccn2)c1COc1ccc(C(=O)NC2CCOCC2)nn1. The reactants are O=C([O-])C(O)C(O)C(=O)[O-], CCOC(=O)c1ccc(OCc2c(-c3ccccn3)noc2C)nn1, C[Al](C)C, [K+], NC1CCOCC1, [Na+], C1COCCO1. Starting materials: CC=1C=C(C=NC1C)CO ((5,6-dimethyl-3-pyridinyl)methanol). The reagents and catalysts are O=[Mn]=O (MnO2), O=[Mn]=O (MnO2). Solvent: C(Cl)Cl (DCM). Reaction conditions: time 8 hour. The product is CC=1C=C(C=NC1C)C=O (5,6-Dimethyl-3-pyridinecarbaldehyde). The yield is 49.3%. Reaction SMILES: [CH3:1][C:2]1[CH:3]=[C:4]([CH2:9][OH:10])[CH:5]=[N:6][C:7]=1[CH3:8]>C(Cl)Cl.O=[Mn]=O>[CH3:1][C:2]1[CH:3]=[C:4]([CH:9]=[O:10])[CH:5]=[N:6][C:7]=1[CH3:8]. Procedure details: To a solution of (5,6-dimethyl-3-pyridinyl)methanol (105 mg, 0.765 mmol) in DCM (4 ml), MnO2 (532 mg, 6.12 mmol) was added. After stirring overnight, an excess of MnO2 (333 mg, 3.83 mmol) was added and then the mixture was stirred for 3 h more. The reaction mixture was filtrated and evaporated to afford 51 mg of title compound. RXN SMILES: [F:1][C:2]1[C:3]([NH:28][CH:29]([C:33]([CH3:36])([CH3:35])[CH3:34])[CH2:30]C=O)=[N:4][C:5]([C:8]2[C:16]3[C:11](=[N:12][CH:13]=[C:14]([F:17])[CH:15]=3)[N:10]([S:18]([C:21]3[CH:27]=[CH:26][C:24]([CH3:25])=[CH:23][CH:22]=3)(=[O:20])=[O:19])[CH:9]=2)=[N:6][CH:7]=1.C1(P(C2C=CC=CC=2)(C2C=CC=CC=2)=[CH:44][C:45]([O:47][CH3:48])=[O:46])C=CC=CC=1.[C:61]1(C)C=CC=CC=1>>[F:1][C:2]1[C:3]([NH:28][CH:29]([C:33]([CH3:36])([CH3:34])[CH3:35])[CH2:30][CH:61]=[CH:44][C:45]([O:47][CH3:48])=[O:46])=[N:4][C:5]([C:8]2[C:16]3[C:11](=[N:12][CH:13]=[C:14]([F:17])[CH:15]=3)[N:10]([S:18]([C:21]3[CH:22]=[CH:23][C:24]([CH3:25])=[CH:26][CH:27]=3)(=[O:19])=[O:20])[CH:9]=2)=[N:6][CH:7]=1. Conditions: time 8 hour. Product: FC=1C(=NC(=NC1)C1=CN(C2=NC=C(C=C21)F)S(=O)(=O)C2=CC=C(C)C=C2)NC(CC=CC(=O)OC)C(C)(C)C ((+/−)-methyl 5-((5-fluoro-2-(5-fluoro-1-tosyl-1H-pyrrolo[2,3-b]pyridin-3-yl)pyrimidin-4-yl)amino)-6,6-dimethylhept-2-enoate). Procedure: To a solution of 3-((5-fluoro-2-(5-fluoro-1-tosyl-1H-pyrrolo[2,3-b]pyridin-3-yl)pyrimidin-4-yl)amino)-4,4-dimethylpentanal, 83a, (0.295 g, 0.574 mmol) in toluene (5.9 mL) was added methyl 2-(triphenylphosphoranylidene)acetate (0.300 g, 0.862 mmol). The mixture was stirred overnight at room temperature and then purified directly on silica gel (EtOAc/Hexanes) to afford 278 mg of the desired product: LCMS Gradient 10-90%, 0.1% formic acid, 5 minutes, C18/ACN, RT=2.54 minutes (M+H) 584.12. Starting materials: FC=1C(=NC(=NC1)C1=CN(C2=NC=C(C=C21)F)S(=O)(=O)C2=CC=C(C)C=C2)NC(CC=O)C(C)(C)C (3-((5-fluoro-2-(5-fluoro-1-tosyl-1H-pyrrolo[2,3-b]pyridin-3-yl)pyrimidin-4-yl)amino)-4,4-dimethylpentanal), FC=1C(=NC(=NC1)C1=CN(C2=NC=C(C=C21)F)S(=O)(=O)C2=CC=C(C)C=C2)NC(CC=O)C(C)(C)C ((+/−)-3-((5-fluoro-2-(5-fluoro-1-tosyl-1H-pyrrolo[2,3-b]pyridin-3-yl)pyrimidin-4-yl)amino)-4,4-dimethylpentanal), C1(=CC=CC=C1)P(=CC(=O)OC)(C1=CC=CC=C1)C1=CC=CC=C1 (methyl 2-(triphenylphosphoranylidene)acetate), C1(=CC=CC=C1)C (toluene). Starting materials: ClC1=NC(=C2N=CN(C2=N1)C1CCCC1)Cl (2,6-dichloro-9-cyclopentylpurine), COC=1C=C(C=CC1)CCN (2-(3-methoxyphenyl)ethylamine). The solvent is C(C)N(CC)CC (triethylamine). Product: ClC1=NC(=C2N=CN(C2=N1)C1CCCC1)NCCC1=CC(=CC=C1)OC (2-Chloro-6-[2-(3-methoxyphenyl)ethylamino]-9-cyclopentylpurine). RXN SMILES: [Cl:1][C:2]1[N:10]=[C:9]2[C:5]([N:6]=[CH:7][N:8]2[CH:11]2[CH2:15][CH2:14][CH2:13][CH2:12]2)=[C:4](Cl)[N:3]=1.[CH3:17][O:18][C:19]1[CH:20]=[C:21]([CH2:25][CH2:26][NH2:27])[CH:22]=[CH:23][CH:24]=1>C(N(CC)CC)C>[Cl:1][C:2]1[N:10]=[C:9]2[C:5]([N:6]=[CH:7][N:8]2[CH:11]2[CH2:15][CH2:14][CH2:13][CH2:12]2)=[C:4]([NH:27][CH2:26][CH2:25][C:21]2[CH:22]=[CH:23][CH:24]=[C:19]([O:18][CH3:17])[CH:20]=2)[N:3]=1. Procedure details: 2-Chloro-6-[2-(3-methoxyphenyl)ethylamino]-9-cyclopentylpurine is prepared from 2,6-dichloro-9-cyclopentylpurine, 2-(3-methoxyphenyl)ethylamine, and triethylamine essentially as described above in Example 1, Scheme A, step b. Reactants: C1CCOC1, Cn1nc(NC(=O)Oc2ccccc2)cc1C(F)(F)F, COc1cc2ncnc(Oc3cccc(N)c3)c2cc1OC, CCN(C(C)C)C(C)C. Yields the product COc1cc2ncnc(Oc3cccc(NC(=O)Nc4cc(C(F)(F)F)n(C)n4)c3)c2cc1OC. RXN SMILES: [CH2:52]1[O:53][CH2:54][CH2:55][CH2:56]1.[CH3:1][n:2]1[n:3][c:4]([NH:11][C:12]([O:13][c:14]2[cH:15][cH:16][cH:17][cH:18][cH:19]2)=[O:20])[cH:5][c:6]1[C:7]([F:8])([F:9])[F:10].[CH3:21][O:22][c:23]1[cH:24][c:25]2[c:26]([O:35][c:36]3[cH:37][c:38]([NH2:39])[cH:40][cH:41][cH:42]3)[n:27][cH:28][n:29][c:30]2[cH:31][c:32]1[O:33][CH3:34].[CH:43]([N:44]([CH2:45][CH3:46])[CH:47]([CH3:48])[CH3:49])([CH3:50])[CH3:51]>>[CH3:1][n:2]1[n:3][c:4]([NH:11][C:12](=[O:20])[NH:39][c:38]2[cH:37][c:36]([O:35][c:26]3[c:25]4[cH:24][c:23]([O:22][CH3:21])[c:32]([O:33][CH3:34])[cH:31][c:30]4[n:29][cH:28][n:27]3)[cH:42][cH:41][cH:40]2)[cH:5][c:6]1[C:7]([F:8])([F:9])[F:10]. Reactants: Cc1cc(Nc2nc(Cl)nc(NC3CC(C)(C)NC(C)(C)C3)n2)cc(C(C)(C)C)c1O, CCCCCCCCS, CO, [Na], O. Product: CCCCCCCCSc1nc(Nc2cc(C)c(O)c(C(C)(C)C)c2)nc(NC2CC(C)(C)NC(C)(C)C2)n1. RXN SMILES: [C:11]([CH3:12])([CH3:13])([CH3:14])[c:15]1[cH:16][c:17]([NH:18][c:19]2[n:20][c:21]([Cl:36])[n:22][c:23]([NH:25][CH:26]3[CH2:27][C:28]([CH3:34])([CH3:35])[NH:29][C:30]([CH3:32])([CH3:33])[CH2:31]3)[n:24]2)[cH:37][c:38]([CH3:41])[c:39]1[OH:40].[CH2:2]([CH2:3][CH2:4][CH2:5][CH2:6][CH2:7][CH2:8][CH3:9])[SH:10].[CH3:43][OH:44].[Na:1].[OH2:42]>>[CH2:2]([CH2:3][CH2:4][CH2:5][CH2:6][CH2:7][CH2:8][CH3:9])[S:10][c:21]1[n:20][c:19]([NH:18][c:17]2[cH:16][c:15]([C:11]([CH3:12])([CH3:13])[CH3:14])[c:39]([OH:40])[c:38]([CH3:41])[cH:37]2)[n:24][c:23]([NH:25][CH:26]2[CH2:27][C:28]([CH3:34])([CH3:35])[NH:29][C:30]([CH3:32])([CH3:33])[CH2:31]2)[n:22]1.